This data is from the Open Reaction Database (ORD), a public repository of structured organic reaction records. The task is: describe an organic reaction: reactants, conditions, products, and yield The reactants are C(C)(=O)NC(C(=O)OCC)(C(=O)OCC)CC1=C(C(=CC(=C1)Cl)C)[N+](=O)[O-] (Diethyl acetamido(5-chloro-3-methyl-2-nitrobenzyl)malonate), C(C)(=O)NC(C(=O)OCC)(C(=O)OCC)CC1=C(C=C(C=C1)Br)[N+](=O)[O-] (Diethyl acetamido(4-bromo-2-nitrobenzyl)malonate), BrCC1=C(C(=CC(=C1)Cl)C)[N+](=O)[O-] (1-(Bromomethyl)-5-chloro-3-methyl-2-nitrobenzene). The product is NC1C(N(C2=C(C=C(C=C2C1)Cl)C)O)=O (3-amino-6-chloro-1-hydroxy-8-methyl-3,4-dihydroquinolin-2(1H)-one). RXN SMILES: C([NH:4][C:5]([CH2:16][C:17]1[CH:22]=[C:21]([Cl:23])[CH:20]=[C:19]([CH3:24])[C:18]=1[N+:25]([O-:27])=O)(C(OCC)=O)[C:6](OCC)=[O:7])(=O)C.C(NC(CC1C=CC(Br)=CC=1[N+]([O-])=O)(C(OCC)=O)C(OCC)=O)(=O)C.BrCC1C=C(Cl)C=C(C)C=1[N+]([O-])=O>>[NH2:4][CH:5]1[CH2:16][C:17]2[C:18](=[C:19]([CH3:24])[CH:20]=[C:21]([Cl:23])[CH:22]=2)[N:25]([OH:27])[C:6]1=[O:7]. Reported procedure: Diethyl acetamido(5-chloro-3-methyl-2-nitrobenzyl)malonate (39) Following the procedure for the preparation of diethyl acetamido(4-bromo-2-nitrobenzyl)malonate (24) in Example 5,1-(bromomethyl)-5-chloro-3-methyl-2-nitrobenzene (38) was converted to the title product, which was obtained as a solid (65%). LCMS m/z 401.0 (M+1). 1H NMR (400 MHz, DMSO-d6) δ 1.15 (t, J=7.1 Hz, 6H), 1.90 (s, 3H), 2.24 (br s, 3H), 3.53 (s, 2H), 4.10-4.17 (m, 4H), 7.05 (br d, J=2.2 Hz, 1H), 7.56 (apparent dd, J=2.3, 0.7 ...